Dataset: the Open Reaction Database (ORD), a public repository of structured organic reaction records. Task: describe an organic reaction: reactants, conditions, products, and yield The reactants are N(=O)[O-].[Na+] (sodium nitrite), 2-(3,4-dimethoxyphenyl)pyridines, C (charcoal), Cl.COC=1C=C(C=CC1OC)C=1C=NC=CC1 (3-(3,4-dimethoxyphenyl)pyridine hydrochloride), COC=1C=C(C=CC1OC)C1=CC=NC=C1 (4-(3,4-dimethoxyphenyl)pyridine), NC=1C=C(C(=CC1)OC)OC (4-aminoveratrole), COC=1C=C(C=CC1OC)C1=NC=CC=C1 (2-(3,4-dimethoxyphenyl)pyridine). Run in Cl (HCl), N1=CC=CC=C1 (pyridine), O (water), Cl (hydrochloric acid), O (water). Reaction conditions: time 8 hour. Product: COC=1C=C(C=CC1OC)C1=CC=NC=C1 (4-(3,4-dimethoxyphenyl)pyridine), COC=1C=C(C=CC1OC)C=1C=NC=CC1 (3-(3,4-dimethoxyphenyl)pyridine), COC=1C=C(C=CC1OC)C1=NC=CC=C1 (2-(3,4-dimethoxyphenyl)pyridine). Reaction SMILES: NC1C=C(OC)C(OC)=CC=1.N([O-])=O.[Na+].[CH3:16][O:17][C:18]1[CH:19]=[C:20]([C:26]2[CH:31]=[CH:30][CH:29]=[CH:28][N:27]=2)[CH:21]=[CH:22][C:23]=1[O:24][CH3:25].[CH3:32][O:33][C:34]1[CH:35]=[C:36]([C:42]2[CH:47]=[CH:46][N:45]=[CH:44][CH:43]=2)[CH:37]=[CH:38][C:39]=1[O:40][CH3:41].C.Cl.[CH3:50][O:51][C:52]1[CH:53]=[C:54]([C:60]2[CH:61]=[N:62][CH:63]=[CH:64][CH:65]=2)[CH:55]=[CH:56][C:57]=1[O:58][CH3:59]>Cl.N1C=CC=CC=1.O>[CH3:32][O:33][C:34]1[CH:35]=[C:36]([C:42]2[CH:47]=[CH:46][N:45]=[CH:44][CH:43]=2)[CH:37]=[CH:38][C:39]=1[O:40][CH3:41].[CH3:50][O:51][C:52]1[CH:53]=[C:54]([C:60]2[CH:61]=[N:62][CH:63]=[CH:64][CH:65]=2)[CH:55]=[CH:56][C:57]=1[O:58][CH3:59].[CH3:16][O:17][C:18]1[CH:19]=[C:20]([C:26]2[CH:31]=[CH:30][CH:29]=[CH:28][N:27]=2)[CH:21]=[CH:22][C:23]=1[O:24][CH3:25] |f:1.2,6.7|. Reported procedure: The intermediate 4-(3,4-dimethoxyphenyl)pyridine and its isomeric 3-(3,4-dimethoxyphenyl)pyridine and 2-(3,4-dimethoxyphenyl)pyridine were prepared as follows. To a stirred mixture cooled in an ice-salt bath and containing 200 g. of 4-aminoveratrole, 400 ml. of concentrated hydrochloric acid and 100 ml. of water was added a solution containing 102 g. of sodium nitrite in 180 ml. of water over a two hour period, while maintaining a reaction temperature below 5° C. during this addition. The reacti... Starting materials: C1CCOC1, [O-][I+3]([O-])([O-])[O-], [Na+], OC1CC(c2ccc3c(c2)OCO3)CC1O, O. Yields the product O=CCC(CC=O)c1ccc2c(c1)OCO2. As a reaction SMILES: [CH2:23]1[O:24][CH2:25][CH2:26][CH2:27]1.[I+3:1]([O-:2])([O-:3])([O-:4])[O-:5].[Na+:6].[O:7]1[CH2:8][O:9][c:10]2[c:11]1[cH:12][cH:13][c:14]([CH:16]1[CH2:17][CH:18]([OH:22])[CH:19]([OH:21])[CH2:20]1)[cH:15]2.[OH2:28]>>[O:7]1[CH2:8][O:9][c:10]2[c:11]1[cH:12][cH:13][c:14]([CH:16]([CH2:17][CH:18]=[O:22])[CH2:20][CH:19]=[O:21])[cH:15]2.